From a dataset of the Open Reaction Database (ORD), a public repository of structured organic reaction records. describe an organic reaction: reactants, conditions, products, and yield Starting materials: ClC1=CC=C2C(=CC=NC2=C1)NC1=C(C(=O)OC)C=C(C=C1)F (methyl 2-(7-chloro-4-quinolinylamino)-5-fluoro-benzoate), [OH-].[Na+] (sodium hydroxide), O (water). Solvent: CO (methanol). The product is ClC1=CC=C2C(=CC=NC2=C1)NC1=C(C(=O)O)C=C(C=C1)F (2-(7-chloro-4-quinolinylamino)-5-fluoro-benzoic acid). Isolated yield 99.5%. As a reaction SMILES: [Cl:1][C:2]1[CH:11]=[C:10]2[C:5]([C:6]([NH:12][C:13]3[CH:22]=[CH:21][C:20]([F:23])=[CH:19][C:14]=3[C:15]([O:17]C)=[O:16])=[CH:7][CH:8]=[N:9]2)=[CH:4][CH:3]=1.[OH-].[Na+].O>CO>[Cl:1][C:2]1[CH:11]=[C:10]2[C:5]([C:6]([NH:12][C:13]3[CH:22]=[CH:21][C:20]([F:23])=[CH:19][C:14]=3[C:15]([OH:17])=[O:16])=[CH:7][CH:8]=[N:9]2)=[CH:4][CH:3]=1 |f:1.2|. Reported procedure: A solution of 1.8 g of the ester of Example 1, 25 ml of N sodium hydroxide solution, 25 ml of water and 100 ml of methanol was heated at 70°-75° C. for 90 minutes and the methanol was then evaporated. 100 ml of water and 10 ml of dimethylformamide were added to the mixture which was then heated to reflux. 4 ml of acetic acid were added thereto and the mixture was held in an ice bath for an hour and was then vacuum filtered. The recovered crystals were washed with water and dried to obtain 1.715 ... Starting materials: C(C(C)C)N([C@@H](CCCCNC(CI)=O)C(=O)O)S(=O)(=O)C1=CC=C(C=C1)C (Nα-isobutyl-Nα-(4-methylbenzenesulfonyl)-Nε-iodoacetyl-L-lysine), NCCN1CCOCC1 (4-(2-aminoethyl)morpholine), CCN(C(C)C)C(C)C (DIEA). Product: CC1=CC=C(C=C1)S(=O)(=O)N(CC(C)C)[C@@H](CCCCNC(=O)CNCCN2CCOCC2)C(=O)O (Nα-isobutyl-Nα-(4-methylbenzenesulfonyl)-Nε-[N′α-(4-morpholinyl-N-ethyl)glycyl]-L-lysine), solid. Isolated yield 34.0%. As a reaction SMILES: [CH2:1]([N:5]([S:19]([C:22]1[CH:27]=[CH:26][C:25]([CH3:28])=[CH:24][CH:23]=1)(=[O:21])=[O:20])[C@H:6]([C:16]([OH:18])=[O:17])[CH2:7][CH2:8][CH2:9][CH2:10][NH:11][C:12](=[O:15])[CH2:13]I)[CH:2]([CH3:4])[CH3:3].CCN(C(C)C)C(C)C.[NH2:38][CH2:39][CH2:40][N:41]1[CH2:46][CH2:45][O:44][CH2:43][CH2:42]1>>[CH3:28][C:25]1[CH:26]=[CH:27][C:22]([S:19]([N:5]([C@H:6]([C:16]([OH:18])=[O:17])[CH2:7][CH2:8][CH2:9][CH2:10][NH:11][C:12]([CH2:13][NH:38][CH2:39][CH2:40][N:41]2[CH2:46][CH2:45][O:44][CH2:43][CH2:42]2)=[O:15])[CH2:1][CH:2]([CH3:4])[CH3:3])(=[O:21])=[O:20])=[CH:23][CH:24]=1. Procedure: The title compound was prepared from Nα-isobutyl-Nα-(4-methylbenzenesulfonyl)-Nε-iodoacetyl-L-lysine (150 mg, 0.29 mmol, example 105, step B) by following the indications of general procedure H using DIEA (0.12 mL, 0.69 mmol) and 4-(2-aminoethyl)morpholine (0.11 mL, 0.84 mmol). The crude material was purified by preparative HPLC. The product was isolated as a solid (51 mg, 34% yield). Reactants: CCCCO, CCOC(=O)N1CCC2C(C1)c1cccc3c1N2CCN3C, [K+], [OH-]. Yields the product CN1CCN2c3c(cccc31)C1CNCCC12. Reaction SMILES: [CH2:25]([OH:26])[CH2:27][CH2:28][CH3:29].[CH3:3][N:4]1[CH2:5][CH2:6][N:7]2[c:8]3[c:9]([cH:10][cH:11][cH:12][c:13]31)[CH:14]1[CH:15]2[CH2:16][CH2:17][N:18]([C:20]([O:21][CH2:22][CH3:23])=[O:24])[CH2:19]1.[K+:2].[OH-:1]>>[CH3:3][N:4]1[CH2:5][CH2:6][N:7]2[c:8]3[c:9]([cH:10][cH:11][cH:12][c:13]31)[CH:14]1[CH:15]2[CH2:16][CH2:17][NH:18][CH2:19]1. Reactants: CCCC[Sn](CCCC)(CCCC)c1ccncc1, ClC(Cl)Cl, O=C(OO)c1cccc(Cl)c1. Product: CCCC[Sn](CCCC)(CCCC)c1cc[n+]([O-])cc1. Reaction SMILES: [CH2:1]([CH2:2][CH2:3][CH3:4])[Sn:5]([c:6]1[cH:7][cH:8][n:9][cH:10][cH:11]1)([CH2:12][CH2:13][CH2:14][CH3:15])[CH2:16][CH2:17][CH2:18][CH3:19].[Cl:31][CH:32]([Cl:33])[Cl:34].[OH:20][O:21][C:22]([c:23]1[cH:24][c:25]([Cl:26])[cH:27][cH:28][cH:29]1)=[O:30]>>[CH2:1]([CH2:2][CH2:3][CH3:4])[Sn:5]([c:6]1[cH:7][cH:8][n+:9]([O-:20])[cH:10][cH:11]1)([CH2:12][CH2:13][CH2:14][CH3:15])[CH2:16][CH2:17][CH2:18][CH3:19]. The reactants are N1[C@H](C(=O)O)CCC1.C(C1=CC=CC=C1)NC([C@@H](N)[C@@H](C)CC)=O (L-proline L-isoleucine benzylamide), C([O-])([O-])=O.[Na+].[Na+] (sodium carbonate), BrCC(=O)OCC1=CC=CC=C1 (benzyl 2-bromoacetate). The solvent is C(C)#N (acetonitrile). Conditions: temperature 22 celsius. Product: C(C1=CC=CC=C1)OC(CN1[C@H](C(=O)N(C([C@@H](N)[C@@H](C)CC)=O)CC2=CC=CC=C2)CCC1)=O (L-isoleucine, N-[1-(2-benzyloxy-2-oxoethyl)-L-prolyl] benzylamide). The yield is 98.7%. RXN SMILES: [NH:1]1[CH2:8][CH2:7][CH2:6][C@H:2]1[C:3]([OH:5])=O.[CH2:9]([NH:16][C:17](=[O:24])[C@H:18]([C@H:20]([CH2:22][CH3:23])[CH3:21])[NH2:19])[C:10]1[CH:15]=[CH:14][CH:13]=[CH:12][CH:11]=1.C(=O)([O-])[O-].[Na+].[Na+].Br[CH2:32][C:33]([O:35][CH2:36][C:37]1[CH:42]=[CH:41][CH:40]=[CH:39][CH:38]=1)=[O:34]>C(#N)C>[CH2:36]([O:35][C:33](=[O:34])[CH2:32][N:1]1[CH2:8][CH2:7][CH2:6][C@H:2]1[C:3]([N:16]([CH2:9][C:10]1[CH:15]=[CH:14][CH:13]=[CH:12][CH:11]=1)[C:17](=[O:24])[C@H:18]([C@H:20]([CH2:22][CH3:23])[CH3:21])[NH2:19])=[O:5])[C:37]1[CH:42]=[CH:41][CH:40]=[CH:39][CH:38]=1 |f:0.1,2.3.4|. Procedure details: A solution of L-proline-L-isoleucine benzylamide (10.22 g, 32.20 mmol), and sodium carbonate (6.824 g, 64.39 mmol, 2.0 eq), in acetonitrile (150 mL) was warmed to reflux until homogeneous, cooled to 22° C., and treated with benzyl 2-bromoacetate (14.75 g, 64.39 mmol, 2.0 eq). The flask was returned to the oil bath and warmed to reflux until TLC indicated the reaction was complete. The heterogeneous solution was filtered, concentrated to a residue, taken up in ethyl acetate (400 mL), and washed w... Starting materials: aqueous solution, [OH-].[Na+] (sodium hydroxide), C(C1=CC=CC=C1)C1=NC2=C(N(C1=O)C1=CC(=CC=C1)CC(=O)OC)N=CC=C2 (2-benzyl-4-(3-methoxycarbonylmethylphenyl)-3-oxo-3,4-dihydropyrido[2,3-b]pyrazine), Cl (hydrochloric acid). Solvent: CO (methanol), O1CCOCC1 (1,4-dioxane). Run at time 1 hour. Yields the product C(C1=CC=CC=C1)C1=NC2=C(N(C1=O)C1=CC(=CC=C1)CC(=O)O)N=CC=C2 (2-benzyl-4-(3-carboxymethylphenyl)-3-oxo-3,4-dihydropyrido[2,3-b]pyrazine). Isolated yield 79.4%. RXN SMILES: [OH-].[Na+].[CH2:3]([C:10]1[C:15](=[O:16])[N:14]([C:17]2[CH:22]=[CH:21][CH:20]=[C:19]([CH2:23][C:24]([O:26]C)=[O:25])[CH:18]=2)[C:13]2[N:28]=[CH:29][CH:30]=[CH:31][C:12]=2[N:11]=1)[C:4]1[CH:9]=[CH:8][CH:7]=[CH:6][CH:5]=1.Cl>CO.O1CCOCC1>[CH2:3]([C:10]1[C:15](=[O:16])[N:14]([C:17]2[CH:22]=[CH:21][CH:20]=[C:19]([CH2:23][C:24]([OH:26])=[O:25])[CH:18]=2)[C:13]2[N:28]=[CH:29][CH:30]=[CH:31][C:12]=2[N:11]=1)[C:4]1[CH:5]=[CH:6][CH:7]=[CH:8][CH:9]=1 |f:0.1|. Procedure: 1N aqueous solution of sodium hydroxide (2 ml) was added to a solution of 2-benzyl-4-(3-methoxycarbonylmethylphenyl)-3-oxo-3,4-dihydropyrido[2,3-b]pyrazine (213 mg) in methanol (4 ml) and 1,4-dioxane (2 ml). After stirred at room temperature for 1 hour, the mixture was acidified with dilute hydrochloric acid and extracted with ethyl acetate. The organic phase was washed with water and brine, dried over magnesium sulfate and concentrated to give 2-benzyl-4-(3-carboxymethylphenyl)-3-oxo-3,4-dihydr... The reactants are [BH4-], CO, CCC(=O)c1ccc(-c2ccc(Cl)cc2)o1, [Na+]. Yields the product CCC(O)c1ccc(-c2ccc(Cl)cc2)o1. RXN SMILES: [BH4-:17].[CH3:19][OH:20].[Cl:1][c:2]1[cH:3][cH:4][c:5](-[c:8]2[cH:9][cH:10][c:11]([C:13]([CH2:14][CH3:15])=[O:16])[o:12]2)[cH:6][cH:7]1.[Na+:18]>>[Cl:1][c:2]1[cH:3][cH:4][c:5](-[c:8]2[cH:9][cH:10][c:11]([CH:13]([CH2:14][CH3:15])[OH:16])[o:12]2)[cH:6][cH:7]1. The reactants are COC=1C=CC2=C(C(=CO2)CCI)C1 (2-(5-methoxy-1-benzofuran-3-yl)ethyl iodide), C(C)(C)N(C(C)C)CC (N,N-diisopropylethylamine), N1(CCNCC1)C=1C=CC=C2C=CC=NC12 (8-piperazino quinoline). The product is COC=1C=CC2=C(C(=CO2)CCN2CCN(CC2)C=2C=CC=C3C=CC=NC23)C1 (8-{4-[2-(5-methoxy-1-benzofuran-3-yl)ethyl]-1-piperazinyl}-quinoline). Reported procedure: A mixture of 2-(5-methoxy-1-benzofuran-3-yl)ethyl iodide (301 mg. 1 mmol) (obtained by the above mentioned process) and 8-piperazino quinoline(213 mg, 1 mmol) was heated at 120° C. in DMSO in the presence of N,N-diisopropylethylamine (5 ml, excess) for 24 hrs. At the end, reaction mixture was quenched with water and extracted with chloroform. The organic layer was washed with water and dried over anhydrous MgSO4 and concentrated to dryness. The dark colored solid was purified by silica-gel colum... Run in CS(=O)C (DMSO). RXN SMILES: [CH3:1][O:2][C:3]1[CH:4]=[CH:5][C:6]2[O:10][CH:9]=[C:8]([CH2:11][CH2:12]I)[C:7]=2[CH:14]=1.[N:15]1([C:21]2[CH:22]=[CH:23][CH:24]=[C:25]3[C:30]=2[N:29]=[CH:28][CH:27]=[CH:26]3)[CH2:20][CH2:19][NH:18][CH2:17][CH2:16]1.C(N(CC)C(C)C)(C)C>CS(C)=O>[CH3:1][O:2][C:3]1[CH:4]=[CH:5][C:6]2[O:10][CH:9]=[C:8]([CH2:11][CH2:12][N:18]3[CH2:19][CH2:20][N:15]([C:21]4[CH:22]=[CH:23][CH:24]=[C:25]5[C:30]=4[N:29]=[CH:28][CH:27]=[CH:26]5)[CH2:16][CH2:17]3)[C:7]=2[CH:14]=1. The reactants are COC(=O)CCn1c(Br)c(C2CCCCC2)c2ccc(C(=O)OC)cc21, O=C([O-])[O-], O=Cc1ccccc1B(O)O, [Na+], [Na+], C1COCCO1, Cl[Pd]Cl, c1ccc(P(c2ccccc2)c2ccccc2)cc1, c1ccc(P(c2ccccc2)c2ccccc2)cc1. The product is COC(=O)CCn1c(-c2ccccc2C=O)c(C2CCCCC2)c2ccc(C(=O)OC)cc21. Reaction SMILES: [Br:1][c:2]1[n:3]([CH2:21][CH2:22][C:23](=[O:24])[O:25][CH3:26])[c:4]2[cH:5][c:6]([C:17](=[O:18])[O:19][CH3:20])[cH:7][cH:8][c:9]2[c:10]1[CH:11]1[CH2:12][CH2:13][CH2:14][CH2:15][CH2:16]1.[C:27](=[O:28])([O-:29])[O-:30].[CH:33](=[O:34])[c:35]1[c:36]([B:41]([OH:42])[OH:43])[cH:37][cH:38][cH:39][cH:40]1.[Na+:31].[Na+:32].[O:44]1[CH2:45][CH2:46][O:47][CH2:48][CH2:49]1.[Pd:50]([Cl:51])[Cl:52].[c:53]1([P:54]([c:55]2[cH:56][cH:57][cH:58][cH:59][cH:60]2)[c:61]2[cH:62][cH:63][cH:64][cH:65][cH:66]2)[cH:67][cH:68][cH:69][cH:70][cH:71]1.[c:72]1([P:73]([c:74]2[cH:75][cH:76][cH:77][cH:78][cH:79]2)[c:80]2[cH:81][cH:82][cH:83][cH:84][cH:85]2)[cH:86][cH:87][cH:88][cH:89][cH:90]1>>[c:2]1(-[c:36]2[c:35]([CH:33]=[O:34])[cH:40][cH:39][cH:38][cH:37]2)[n:3]([CH2:21][CH2:22][C:23](=[O:24])[O:25][CH3:26])[c:4]2[cH:5][c:6]([C:17](=[O:18])[O:19][CH3:20])[cH:7][cH:8][c:9]2[c:10]1[CH:11]1[CH2:12][CH2:13][CH2:14][CH2:15][CH2:16]1. Reactants: CCOC(=O)C1(COc2ccc(OCc3ccccc3)c(C)c2C)CC1, CO, Cl, [Na+], [OH-], O. Yields the product Cc1c(OCc2ccccc2)ccc(OCC2(C(=O)O)CC2)c1C. Reaction SMILES: [CH2:1]([CH3:2])[O:3][C:4](=[O:5])[C:6]1([CH2:9][O:10][c:11]2[c:12]([CH3:26])[c:13]([CH3:25])[c:14]([O:17][CH2:18][c:19]3[cH:20][cH:21][cH:22][cH:23][cH:24]3)[cH:15][cH:16]2)[CH2:7][CH2:8]1.[CH3:31][OH:32].[ClH:30].[Na+:28].[OH-:27].[OH2:29]>>[O:3]=[C:4]([OH:5])[C:6]1([CH2:9][O:10][c:11]2[c:12]([CH3:26])[c:13]([CH3:25])[c:14]([O:17][CH2:18][c:19]3[cH:20][cH:21][cH:22][cH:23][cH:24]3)[cH:15][cH:16]2)[CH2:7][CH2:8]1.